Task: describe an organic reaction: reactants, conditions, products, and yield. Dataset: the Open Reaction Database (ORD), a public repository of structured organic reaction records The reactants are C(CCC)[B-](C1=CC=CC=C1)(C1=CC=CC=C1)C1=CC=CC=C1.[Li+] (lithium butyltriphenylborate), [Cl-].C(C)(C)(C)[S+](NC1CCCCC1)C(C)(C)C (di-tert-butyl-N-cyclohexylaminosulfonium chloride), O (water), resultant mixture. The solvent is C(C)#N (acetonitrile), CO (methanol). Yields the product C(C)(C)(C)[S+](NC1CCCCC1)C(C)(C)C.C(CCC)[B-](C1=CC=CC=C1)(C1=CC=CC=C1)C1=CC=CC=C1 (di-tert-butyl-N-cyclohexylaminosulfonium butyltriphenylborate). Yield: 47.3%. As a reaction SMILES: [CH2:1]([B-:5]([C:18]1[CH:23]=[CH:22][CH:21]=[CH:20][CH:19]=1)([C:12]1[CH:17]=[CH:16][CH:15]=[CH:14][CH:13]=1)[C:6]1[CH:11]=[CH:10][CH:9]=[CH:8][CH:7]=1)[CH2:2][CH2:3][CH3:4].[Li+].[Cl-].[C:26]([S+:30]([C:38]([CH3:41])([CH3:40])[CH3:39])[NH:31][CH:32]1[CH2:37][CH2:36][CH2:35][CH2:34][CH2:33]1)([CH3:29])([CH3:28])[CH3:27].O>C(#N)C.CO>[C:38]([S+:30]([C:26]([CH3:29])([CH3:28])[CH3:27])[NH:31][CH:32]1[CH2:37][CH2:36][CH2:35][CH2:34][CH2:33]1)([CH3:41])([CH3:40])[CH3:39].[CH2:1]([B-:5]([C:18]1[CH:23]=[CH:22][CH:21]=[CH:20][CH:19]=1)([C:6]1[CH:7]=[CH:8][CH:9]=[CH:10][CH:11]=1)[C:12]1[CH:17]=[CH:16][CH:15]=[CH:14][CH:13]=1)[CH2:2][CH2:3][CH3:4] |f:0.1,2.3,7.8|. Reported procedure: A solution of 3.00 g of lithium butyltriphenylborate in 100 ml of acetonitrile was added to a solution of 2.75 g of di-tert-butyl-N-cyclohexylaminosulfonium chloride in 100 ml of methanol, and the resultant mixture was stirred at room temperature for 30 minutes. The reaction mixture was poured into 500 ml of water, and the resultant oily component was separated, recovered, washed with water and recrystallized from dichloromethane/ether to give 2.52 g of di-tert-butyl-N-cyclohexylaminosulfonium-b... Reactants: C1(=CC=CC=C1)C=1C=C2C=CNC2=C(C1)C(=O)O (5-phenyl-1H-indole-7-carboxylic acid), Cl.CN(CCCN=C=NCC)C (N-(3-Dimethylaminopropy)-N′-ethylcarbodiimide hydrochloride), O.ON1N=NC2=C1C=CC=C2 (1-Hydroxybenzotriazole hydrate), N (ammonia). Run in C(Cl)Cl (CH2Cl2), C1CCOC1 (THF). Run at time 24 hour. Product: C1(=CC=CC=C1)C=1C=C2C=CNC2=C(C1)C(=O)N (5-phenyl-1H-indole-7-carboxamide). As a reaction SMILES: [C:1]1([C:7]2[CH:8]=[C:9]3[C:13](=[C:14]([C:16]([OH:18])=O)[CH:15]=2)[NH:12][CH:11]=[CH:10]3)[CH:6]=[CH:5][CH:4]=[CH:3][CH:2]=1.Cl.C[N:21](C)CCCN=C=NCC.O.ON1C2C=CC=CC=2N=N1.N>C(Cl)Cl.C1COCC1>[C:1]1([C:7]2[CH:8]=[C:9]3[C:13](=[C:14]([C:16]([NH2:21])=[O:18])[CH:15]=2)[NH:12][CH:11]=[CH:10]3)[CH:6]=[CH:5][CH:4]=[CH:3][CH:2]=1 |f:1.2,3.4|. Procedure details: To a solution of 5-phenyl-1H-indole-7-carboxylic acid (10.0 g, 42.0 mmol) in a mixture of CH2Cl2 (100 mL) and THF (100 mL) at room temperature, N-(3-Dimethylaminopropy)-N′-ethylcarbodiimide hydrochloride (9.66 g, 50.4 mmol), 1-Hydroxybenzotriazole hydrate (6.81 g, 50.4 mmol) and ammonia (2 M in methanol, 168 mmol, 84 mL) were added. The reaction mixture was stirred at room temperature for 24 hours. All solvent were evaporated and the reaction mixture was partitioned between ethyl acetate (200 mL...